This data is from the Open Reaction Database (ORD), a public repository of structured organic reaction records. The task is: describe an organic reaction: reactants, conditions, products, and yield The reactants are CCOC(=O)C(C)(C)Oc1ccc(C2CCC(NCc3ccccc3)CC2)cc1, CCO. The product is CCOC(=O)C(C)(C)Oc1ccc(C2CCC(N)CC2)cc1. Reaction SMILES: [CH2:1]([c:2]1[cH:3][cH:4][cH:5][cH:6][cH:7]1)[NH:8][CH:9]1[CH2:10][CH2:11][CH:12]([c:15]2[cH:16][cH:17][c:18]([O:19][C:20]([C:21](=[O:22])[O:23][CH2:24][CH3:25])([CH3:26])[CH3:27])[cH:28][cH:29]2)[CH2:13][CH2:14]1.[CH3:30][CH2:31][OH:32]>>[NH2:8][CH:9]1[CH2:10][CH2:11][CH:12]([c:15]2[cH:16][cH:17][c:18]([O:19][C:20]([C:21](=[O:22])[O:23][CH2:24][CH3:25])([CH3:26])[CH3:27])[cH:28][cH:29]2)[CH2:13][CH2:14]1. Reaction SMILES: [CH3:35][c:36]1[cH:37][cH:38][cH:39][cH:40][cH:41]1.[CH:20]([N:21]([CH2:22][CH3:23])[CH:24]([CH3:25])[CH3:26])([CH3:27])[CH3:28].[O:1]=[c:2]1[nH:3][c:4]2[cH:5][c:6]([C:16](=[O:17])[O:18][CH3:19])[cH:7][cH:8][c:9]2[c:10]2[c:11]1[n:12][cH:13][n:14][cH:15]2.[OH2:34].[P:29]([Cl:30])([Cl:31])([Cl:32])=[O:33]>>[c:2]1([Cl:31])[n:3][c:4]2[cH:5][c:6]([C:16](=[O:17])[O:18][CH3:19])[cH:7][cH:8][c:9]2[c:10]2[c:11]1[n:12][cH:13][n:14][cH:15]2. The reactants are Cc1ccccc1, CCN(C(C)C)C(C)C, COC(=O)c1ccc2c(c1)[nH]c(=O)c1ncncc12, O, O=P(Cl)(Cl)Cl. Product: COC(=O)c1ccc2c(c1)nc(Cl)c1ncncc12. Reactants: CC(=O)NC1(C#N)CC2CCC1CC2, CC(=O)O, CC(=O)OC(C)=O, O=[Pt]. Product: CC(=O)NCC1(NC(C)=O)CC2CCC1CC2. RXN SMILES: [C:1]([CH3:2])(=[O:3])[NH:4][C:5]1([C:13]#[N:14])[CH:6]2[CH2:7][CH2:8][CH:9]([CH2:10]1)[CH2:11][CH2:12]2.[CH3:15][C:16]([OH:17])=[O:18].[CH3:19][C:20]([O:21][C:22](=[O:23])[CH3:24])=[O:25].[Pt:26]=[O:27]>>[C:1]([CH3:2])(=[O:3])[NH:4][C:5]1([CH2:13][NH:14][C:16]([CH3:15])=[O:17])[CH:6]2[CH2:7][CH2:8][CH:9]([CH2:10]1)[CH2:11][CH2:12]2.